Dataset: the Open Reaction Database (ORD), a public repository of structured organic reaction records. Task: describe an organic reaction: reactants, conditions, products, and yield Starting materials: S1N=CC(=C1)C=1C(=NC(=NC1)OC)OC (5-(4-isothiazolyl)-2,4-bis(methyloxy)pyrimidine), Cl (HCl). The product is Cl.S1N=CC(=C1)C=1C(NC(NC1)=O)=O (5-(4-isothiazolyl)-2,4(1H,3H)-pyrimidinedione hydrochloride). Run in O1CCOCC1 (1,4-dioxane). Reported procedure: 5-(4-isothiazolyl)-2,4-bis(methyloxy)pyrimidine (Prep22, 686 mg, 2.427 mmol) was suspended in 4M HCl solution in 1,4-dioxane (25 ml). After 1 h at 90° C., the solvent was evaporated. 696.8 mg of the title compound were isolated as a yellow solid. Reaction SMILES: [S:1]1[CH:5]=[C:4]([C:6]2[C:7]([O:14]C)=[N:8][C:9]([O:12]C)=[N:10][CH:11]=2)[CH:3]=[N:2]1.[ClH:16]>O1CCOCC1>[ClH:16].[S:1]1[CH:5]=[C:4]([C:6]2[C:7](=[O:14])[NH:8][C:9](=[O:12])[NH:10][CH:11]=2)[CH:3]=[N:2]1 |f:3.4|. Conditions: time 1 hour.